From a dataset of the Open Reaction Database (ORD), a public repository of structured organic reaction records. describe an organic reaction: reactants, conditions, products, and yield The reactants are C(C)(C)(C)OC(=O)NCC(=O)O (N-(t-butoxycarbonyl)glycine), C(C1=CC=CC=C1)OC(C[C@H](N)C)=O (3(R)-methyl-β-alanine benzyl ester). The solvent is CCCCCC.CCOC(=O)C (hexane EtOAc). Yields the product C(C1=CC=CC=C1)OC(C[C@H](NC(CNC(=O)OC(C)(C)C)=O)C)=O (N-[N'-(t-Butoxycarbonyl)glycyl]-3(R)-methyl-β-alanine benzyl ester). As a reaction SMILES: [C:1]([O:5][C:6]([NH:8][CH2:9][C:10]([OH:12])=O)=[O:7])([CH3:4])([CH3:3])[CH3:2].[CH2:13]([O:20][C:21](=[O:26])[CH2:22][C@@H:23]([CH3:25])[NH2:24])[C:14]1[CH:19]=[CH:18][CH:17]=[CH:16][CH:15]=1>CCCCCC.CCOC(C)=O>[CH2:13]([O:20][C:21](=[O:26])[CH2:22][C@@H:23]([CH3:25])[NH:24][C:10](=[O:12])[CH2:9][NH:8][C:6]([O:5][C:1]([CH3:2])([CH3:3])[CH3:4])=[O:7])[C:14]1[CH:19]=[CH:18][CH:17]=[CH:16][CH:15]=1 |f:2.3|. Reported procedure: N-(t-Butoxycarbonyl)glycine 14-3 (Aldrich) was coupled with 3(R)-methyl-β-alanine benzyl ester 0.5 H2SO4 11-7 (Celgene) according to the procedure described for the preparation of 14-5. The title product 15-1 was then obtained by chromatography (silica, hexane/EtOAc 2:3). Starting materials: FC=1C=C2C(C(=CNC2=C(C1C)F)C(=O)OCC)=O (ethyl 6,8-difluoro-7-methyl-4-oxo-1,4-dihydroquinoline-3-carboxylate), C(C)I (ethyl iodide), [H-].[Na+] (sodium hydride), [H][H] (hydrogen). Run in CN(C=O)C (dimethylformamide), O (water). Run at time 3 hour. Yields the product C(C)N1C=C(C(C2=CC(=C(C(=C12)F)C)F)=O)C(=O)OCC (ethyl 1-ethyl-6,8-difluoro-7-methyl-4-oxo-1,4-dihydroquinoline-3-carboxylate). The yield is 66.1%. Reaction SMILES: [F:1][C:2]1[CH:3]=[C:4]2[C:9](=[C:10]([F:13])[C:11]=1[CH3:12])[NH:8][CH:7]=[C:6]([C:14]([O:16][CH2:17][CH3:18])=[O:15])[C:5]2=[O:19].[H-].[Na+].[H][H].[CH2:24](I)[CH3:25]>CN(C)C=O.O>[CH2:24]([N:8]1[C:9]2[C:4](=[CH:3][C:2]([F:1])=[C:11]([CH3:12])[C:10]=2[F:13])[C:5](=[O:19])[C:6]([C:14]([O:16][CH2:17][CH3:18])=[O:15])=[CH:7]1)[CH3:25] |f:1.2|. Reported procedure: 2.67 g of ethyl 6,8-difluoro-7-methyl-4-oxo-1,4-dihydroquinoline-3-carboxylate are suspended in 50 ml of dimethylformamide, and 0.46 g of 66% sodium hydride are added thereto. The suspension is stirred at room temperature until it ceases to release hydrogen gas. 3.12 g of ethyl iodide are added to the suspension, and said suspension is stirred at room temperature for 24 hours and then at 50° to 60° C. for 3 hours. The reaction mixture is condensed to dryness, and water is added to the residue. A... Starting materials: C, CO, CCOC(C)=O, CC(C)(C)OC(=O)c1ccc(Oc2ccccc2)cc1[N+](=O)[O-], [Pd]. Yields the product CC(C)(C)OC(=O)c1ccc(Oc2ccccc2)cc1N. Reaction SMILES: [C:26].[CH3:1][OH:2].[CH3:28][CH2:29][O:30][C:31](=[O:32])[CH3:33].[N+:3]([O-:4])(=[O:5])[c:6]1[c:7]([C:8](=[O:9])[O:10][C:11]([CH3:12])([CH3:13])[CH3:14])[cH:15][cH:16][c:17]([O:19][c:20]2[cH:21][cH:22][cH:23][cH:24][cH:25]2)[cH:18]1.[Pd:27]>>[NH2:3][c:6]1[c:7]([C:8](=[O:9])[O:10][C:11]([CH3:12])([CH3:13])[CH3:14])[cH:15][cH:16][c:17]([O:19][c:20]2[cH:21][cH:22][cH:23][cH:24][cH:25]2)[cH:18]1. Reactants: CNC1CCC2(C3CCC45C(C3CC=C2C1)CCC5C(N(C4)C)C)C (Methyl-(2,3,11a-trimethyl-2,3,3a,4,5,5a,5b,6,8,9,10,11,11a,11b,12,13-hexadecahydro-1H-2-aza-pentaleno[1,6a-a]phenanthren-9-yl)amine), C(=O)(OC(C)(C)C)N([C@H](C(C)C)C(=O)O)C (Boc-N-methyl-D-valine), Cl.CN(CCCN=C=NCC)C (1-[3-(dimethylamino)propyl]-3-ethylcarbodiimide hydrochloride), ON1N=NC2=C1C=CC=C2 (1-hydroxybenzotriazole). The solvent is C1CCOC1 (THF), ClCCl (dichloromethane). Conditions: time 8 hour. The product is C(C)(C)(C)OC(N(C(C(C)C)C(N(C1CCC2(C3CCC45C(C3CC=C2C1)CCC5C(N(C4)C)C)C)C)=O)C)=O (Methyl-{2-methyl-1-[methyl-(2,3,11a-trimethyl-2,3,3a,4,5,5a,5b,6,8,9,10,11,11a, 11b,12,13-hexadecahydro-1H-2-aza-pentaleno[1,6a-a]phenanthren-9-yl)-carbamoyl]-propyl}-carbamic acid tert-butyl ester). Yield: 72.3%. As a reaction SMILES: [CH3:1][NH:2][CH:3]1[CH2:16][C:15]2[C:6]([CH3:25])([CH:7]3[CH:12]([CH2:13][CH:14]=2)[CH:11]2[CH2:17][CH2:18][CH:19]4[CH:20]([CH3:24])[N:21]([CH3:23])[CH2:22][C:10]24[CH2:9][CH2:8]3)[CH2:5][CH2:4]1.[C:26]([N:33]([CH3:41])[C@@H:34]([C:38]([OH:40])=O)[CH:35]([CH3:37])[CH3:36])([O:28][C:29]([CH3:32])([CH3:31])[CH3:30])=[O:27].Cl.CN(C)CCCN=C=NCC.ON1C2C=CC=CC=2N=N1>C1COCC1.ClCCl>[C:29]([O:28][C:26](=[O:27])[N:33]([CH3:41])[CH:34]([C:38](=[O:40])[N:2]([CH3:1])[CH:3]1[CH2:16][C:15]2[C:6]([CH3:25])([CH:7]3[CH:12]([CH2:13][CH:14]=2)[CH:11]2[CH2:17][CH2:18][CH:19]4[CH:20]([CH3:24])[N:21]([CH3:23])[CH2:22][C:10]24[CH2:9][CH2:8]3)[CH2:5][CH2:4]1)[CH:35]([CH3:36])[CH3:37])([CH3:30])([CH3:31])[CH3:32] |f:2.3|. Procedure details: A mixture of compound 7B (240 mg, 0.702 mmol), Boc-N-methyl-D-valine (176 mg, 0.762 mmol), 1-[3-(dimethylamino)propyl]-3-ethylcarbodiimide hydrochloride (208 mg, 1.085 mmol), 1-hydroxybenzotriazole (146 mg, 1.085 mmol), dichloromethane (5 mL) and THF (2.5 mL) was stirred at room temperature overnight. The solvent was evaporated under reduced pressure and the residue was dissolved in minimum amount of dichloromethane and purified on silica gel column, which was eluted with 0.5% ammonium hydroxide...